Dataset: the Open Reaction Database (ORD), a public repository of structured organic reaction records. Task: describe an organic reaction: reactants, conditions, products, and yield Reactants: CC(C(C)(C)O1)(C)OB1C2=CC=C(C3=CN=CC=N3)C=C2, BrC1=CC2=C(C=C1)C=CN2. The reagents and catalysts are CC(C)(C)C1=CC=C(C=C1)C2=CC=C(C=C2)C(C)(C)C, C(=O)([O-])[O-].[Na+].[Na+], C1=CC=C(C=C1)P(C2=CC=CC=C2)C3=CC=CC=C3.C1=CC=C(C=C1)P(C2=CC=CC=C2)C3=CC=CC=C3.C1=CC=C(C=C1)P(C2=CC=CC=C2)C3=CC=CC=C3.C1=CC=C(C=C1)P(C2=CC=CC=C2)C3=CC=CC=C3.[Pd]. The solvent is COCCOC, O (water), COCCOC. Reaction conditions: temperature 85 celsius, time 24 hour. Yields the product C12=C(NC=C2)C=C(C3=CC=C(C=C3)C4=CN=CC=N4)C=C1. The yield is 47.0%. Starting materials: O.[OH-].[Li+] (lithium hydroxide monohydrate), O (water), COC1=CC=C2C(=CN(C2=C1)C1=CC=NC2=CC=CC=C12)C(=O)OC (6-methoxy-3-methoxycarbonyl-1-(quinol-4-yl)-1H-indole), Cl (hydrochloric acid). Solvent: O1CCCC1 (tetrahydrofuran). The product is C(=O)(O)C1=CN(C2=CC(=CC=C12)OC)C1=CC=NC2=CC=CC=C12 (3-Carboxy-6-methoxy-1-(quinol-4-yl)-1H-indole). Conditions: time 19 hour. Procedure: 0.947 g (22.57 mmol) of lithium hydroxide monohydrate and 115 cm3 of water are added at a temperature in the region of 25° C. to 2.5 g (7.52 mmol) of 6-methoxy-3-methoxycarbonyl-1-(quinol-4-yl)-1H-indole dissolved in 115 cm3 of tetrahydrofuran. After stirring at the reflux point of the solvent for 19 hours, the reaction mixture is concentrated under reduced pressure (2.7 kPa) to give a residue which is taken up with 22.5 cm3 of N hydrochloric acid. After filtering off and drying the solid residu... Reaction SMILES: O.[OH-].[Li+].O.[CH3:5][O:6][C:7]1[CH:15]=[C:14]2[C:10]([C:11]([C:26]([O:28]C)=[O:27])=[CH:12][N:13]2[C:16]2[C:25]3[C:20](=[CH:21][CH:22]=[CH:23][CH:24]=3)[N:19]=[CH:18][CH:17]=2)=[CH:9][CH:8]=1.Cl>O1CCCC1>[C:26]([C:11]1[C:10]2[C:14](=[CH:15][C:7]([O:6][CH3:5])=[CH:8][CH:9]=2)[N:13]([C:16]2[C:25]3[C:20](=[CH:21][CH:22]=[CH:23][CH:24]=3)[N:19]=[CH:18][CH:17]=2)[CH:12]=1)([OH:28])=[O:27] |f:0.1.2|. Reactants: C1CCOC1, Clc1ncnc2cnccc12, NN. Product: NNc1ncnc2cnccc12. Reaction SMILES: [CH2:14]1[O:15][CH2:16][CH2:17][CH2:18]1.[Cl:1][c:2]1[c:3]2[c:4]([n:5][cH:6][n:7]1)[cH:8][n:9][cH:10][cH:11]2.[NH2:12][NH2:13]>>[c:2]1([NH:12][NH2:13])[c:3]2[c:4]([n:5][cH:6][n:7]1)[cH:8][n:9][cH:10][cH:11]2. The reactants are Brc1ccc2c(ccn2Cc2ccccc2)c1, CC(C)c1nccn1C. The reagents and catalysts are CC(C)(C)c1ccc(-c2ccc(C(C)(C)C)cc2)cc1 (4,4'-di-tert-butylbiphenyl), CC(C)(C)C(=O)[O-].[K+] (KOPiv), Cl[Pd]CC=C.C=CC[Pd]Cl ([Pd(allyl)Cl]2), CN(C)c1ccc(P(C2CCCCC2)C2CCCCC2)cc1 (A-caPhos). Solvent: CC(=O)N(C)C (DMA), CC(=O)N(C)C (DMA), CC(=O)N(C)C (DMA). Reaction conditions: temperature 120 celsius, time 24 hour. The product is CC(C)c1ncc(-c2ccc3c(ccn3Cc3ccccc3)c2)n1C. The yield is 57.5%.